The task is: describe an organic reaction: reactants, conditions, products, and yield. This data is from the Open Reaction Database (ORD), a public repository of structured organic reaction records. Starting materials: [BH4-], CCO, [Na+], CC(C)(C)OC(=O)NCC(C(=O)Nc1ccc2cnccc2c1)c1ccc(OCC(=O)c2ccccc2)cc1. Yields the product CC(C)(C)OC(=O)NCC(C(=O)Nc1ccc2cnccc2c1)c1ccc(OCC(O)c2ccccc2)cc1. Reaction SMILES: [BH4-:40].[CH3:42][CH2:43][OH:44].[Na+:41].[cH:1]1[n:2][cH:3][cH:4][c:5]2[cH:6][c:7]([NH:11][C:12]([CH:13]([CH2:14][NH:15][C:16]([O:17][C:18]([CH3:19])([CH3:20])[CH3:21])=[O:22])[c:23]3[cH:24][cH:25][c:26]([O:29][CH2:30][C:31]([c:32]4[cH:33][cH:34][cH:35][cH:36][cH:37]4)=[O:38])[cH:27][cH:28]3)=[O:39])[cH:8][cH:9][c:10]12>>[cH:1]1[n:2][cH:3][cH:4][c:5]2[cH:6][c:7]([NH:11][C:12]([CH:13]([CH2:14][NH:15][C:16]([O:17][C:18]([CH3:19])([CH3:20])[CH3:21])=[O:22])[c:23]3[cH:24][cH:25][c:26]([O:29][CH2:30][CH:31]([c:32]4[cH:33][cH:34][cH:35][cH:36][cH:37]4)[OH:38])[cH:27][cH:28]3)=[O:39])[cH:8][cH:9][c:10]12.